From a dataset of the Open Reaction Database (ORD), a public repository of structured organic reaction records. describe an organic reaction: reactants, conditions, products, and yield Starting materials: C(C)OC(NC1C=2N(CCCC1)C(C(=C(N2)C2=NC=NC=C2)Br)=O)=O ((+/−)(3-bromo-4-oxo-2-pyrimidin-4-yl-4,6,7,8,9,10-hexahydro-pyrimido[1,2-a]azepin-10-yl)-carbamic acid ethyl ester), solution, Br (hydrobromic acid). Run in C(C)(=O)O (acetic acid). Conditions: temperature 100 celsius, time 3 hour. The product is NC1C=2N(CCCC1)C(C(=C(N2)C2=NC=NC=C2)Br)=O (10-amino-3-bromo-2-pyrimidin-4-yl-7,8,9,10-tetrahydro-6H-pyrimido[1,2-a]azepin-4-one). Yield: 23.0%. Reaction SMILES: C(OC(=O)[NH:5][CH:6]1[CH2:12][CH2:11][CH2:10][CH2:9][N:8]2[C:13](=[O:24])[C:14]([Br:23])=[C:15]([C:17]3[CH:22]=[CH:21][N:20]=[CH:19][N:18]=3)[N:16]=[C:7]12)C.Br>C(O)(=O)C>[NH2:5][CH:6]1[CH2:12][CH2:11][CH2:10][CH2:9][N:8]2[C:13](=[O:24])[C:14]([Br:23])=[C:15]([C:17]3[CH:22]=[CH:21][N:20]=[CH:19][N:18]=3)[N:16]=[C:7]12. Procedure details: To a solution of 0.34 g (0.84 mmol) of (+/−)(3-bromo-4-oxo-2-pyrimidin-4-yl-4,6,7,8,9,10-hexahydro-pyrimido[1,2-a]azepin-10-yl)-carbamic acid ethyl ester in 2 mL of acetic acid was added 0.78 mL (4.21 mmol) of a solution of hydrobromic acid (5.7N in acetic acid). The reaction was stirred at 100° C. for 3 h. The solvent was evaporated and an acid-basic work-up gave 65 mg (33%) of 10-amino-3-bromo-2-pyrimidin-4-yl-7,8,9,10-tetrahydro-6H-pyrimido[1,2-a]azepin-4-one as an orange oil. The compound wa...